The task is: describe an organic reaction: reactants, conditions, products, and yield. This data is from the Open Reaction Database (ORD), a public repository of structured organic reaction records. Reactants: BrC=1C(=C(C=2N(C1)C=CN2)C2=CC(=CC=C2)C(F)(F)F)C (6-bromo-7-methyl-8-(3-trifluoromethyl-phenyl)-imidazo[1,2-a]pyridine), C(CCC)[Sn](C1=CC=NN1C1=CC=C(C#N)C=C1)(CCCC)CCCC (4-(5-tributylstannanyl-pyrazol-1-yl)-benzonitrile). Yields the product CC1=C(C=2N(C=C1C1=CC=NN1C1=CC=C(C#N)C=C1)C=CN2)C2=CC(=CC=C2)C(F)(F)F (4-{5-[7-Methyl-8-(3-trifluoromethyl-phenyl)-imidazo[1,2-a]pyridin-6-yl]-pyrazol-1-yl}-benzonitrile). Reaction SMILES: Br[C:2]1[C:3]([CH3:21])=[C:4]([C:11]2[CH:16]=[CH:15][CH:14]=[C:13]([C:17]([F:20])([F:19])[F:18])[CH:12]=2)[C:5]2[N:6]([CH:8]=[CH:9][N:10]=2)[CH:7]=1.C([Sn](CCCC)(CCCC)[C:27]1[N:31]([C:32]2[CH:39]=[CH:38][C:35]([C:36]#[N:37])=[CH:34][CH:33]=2)[N:30]=[CH:29][CH:28]=1)CCC>>[CH3:21][C:3]1[C:2]([C:27]2[N:31]([C:32]3[CH:39]=[CH:38][C:35]([C:36]#[N:37])=[CH:34][CH:33]=3)[N:30]=[CH:29][CH:28]=2)=[CH:7][N:6]2[CH:8]=[CH:9][N:10]=[C:5]2[C:4]=1[C:11]1[CH:16]=[CH:15][CH:14]=[C:13]([C:17]([F:20])([F:19])[F:18])[CH:12]=1. Procedure details: The title compound was prepared from 6-bromo-7-methyl-8-(3-trifluoromethyl-phenyl)-imidazo[1,2-a]pyridine (Int. 9, 30 mg, 0.085 mmol) and 4-(5-tributylstannanyl-pyrazol-1-yl)-benzonitrile (Int. 3, 62 mg, 0.135 mmol) using a similar method to that used in Example 1 (Step 4) (28 mg). Reactants: CC1=CC=C2C(CCOC2=C1)(C#N)O[Si](C)(C)C (7-methyl-4-(1,1-dimethyl-1-silaethoxy)chromane-4-carbonitrile), 1-silaethoxy, C[Si](C)(C)Cl (trimethylsilyl chloride), [I-].[Na+] (sodium iodide). The solvent is O (water). Product: CC1=CC=C2C(CCOC2=C1)C#N (7-Methylchromane-4-carbonitrile). As a reaction SMILES: [CH3:1][C:2]1[CH:11]=[C:10]2[C:5]([C:6](O[Si](C)(C)C)([C:12]#[N:13])[CH2:7][CH2:8][O:9]2)=[CH:4][CH:3]=1.C[Si](Cl)(C)C.[I-].[Na+]>O>[CH3:1][C:2]1[CH:11]=[C:10]2[C:5]([CH:6]([C:12]#[N:13])[CH2:7][CH2:8][O:9]2)=[CH:4][CH:3]=1 |f:2.3|. Procedure: This compound was prepared in a manner analogous to that of Step E of Example 2, by 1) the reaction of 1.0 gram (0.006 mole) of 7-methylchroman-4-one (ii) with 1.8 gram (0.018 mole) of trimethylsilyl cyanide, in the presence of 0.2 gram (catalyst) of aluminum chloride in 30 mL of toluene, affording an intermediate product, namely: 7-methyl-4-(1,1-dimethyl-1-silaethoxy)chromane-4-carbonitrile (cyano-silyl intermediate), then 2) the reaction of the 1-silaethoxy intermediate with 3 mL (0.024 mole) ...